This data is from the Open Reaction Database (ORD), a public repository of structured organic reaction records. The task is: describe an organic reaction: reactants, conditions, products, and yield Reactants: Br, Cl, Cl, COc1cccc2c1OC(CNCCCOc1cccc(N)c1)CO2, [Na+], [Na+], O=C([O-])[O-], O, O. Yields the product Nc1cccc(OCCCNCC2COc3cccc(O)c3O2)c1. RXN SMILES: [BrH:35].[ClH:2].[ClH:3].[NH2:4][c:5]1[cH:6][c:7]([O:8][CH2:9][CH2:10][CH2:11][NH:12][CH2:13][CH:14]2[CH2:15][O:16][c:17]3[c:18]([c:20]([O:24][CH3:25])[cH:21][cH:22][cH:23]3)[O:19]2)[cH:26][cH:27][cH:28]1.[Na+:29].[Na+:30].[O-:31][C:32](=[O:33])[O-:34].[OH2:1].[OH2:36]>>[NH2:4][c:5]1[cH:6][c:7]([O:8][CH2:9][CH2:10][CH2:11][NH:12][CH2:13][CH:14]2[CH2:15][O:16][c:17]3[c:18]([c:20]([OH:24])[cH:21][cH:22][cH:23]3)[O:19]2)[cH:26][cH:27][cH:28]1. Starting materials: [OH-].[Na+] (NaOH), ClC1=CC=C(C=C1)C1=C(C(NN=C1)=O)C1=CC=C(C#N)C=C1 (4-(5-(4-chlorophenyl)-3-oxo-2,3-dihydropyridazin-4-yl)benzonitrile), O[Li].O (LiOH.H2O), BrBr (bromine), BrBr (bromine), [Li+].[OH-] (LiOH), BrBr (bromine), [Li+].[OH-] (LiOH), BrBr (bromine), O[Li].O (LiOH.H2O). Solvent: CO (MeOH), O (water), O (H2O), O (H2O). Run at temperature 70 celsius, time 3 minute. Product: BrC=1C(=C(C(NN1)=O)C1=CC=C(C#N)C=C1)C1=CC=C(C=C1)Cl (4-(6-bromo-5-(4-chlorophenyl)-3-oxo-2,3-dihydropyridazin-4-yl)benzonitrile). Isolated yield 192.5%. As a reaction SMILES: [Cl:1][C:2]1[CH:7]=[CH:6][C:5]([C:8]2[CH:13]=[N:12][NH:11][C:10](=[O:14])[C:9]=2[C:15]2[CH:22]=[CH:21][C:18]([C:19]#[N:20])=[CH:17][CH:16]=2)=[CH:4][CH:3]=1.O[Li].O.[Br:26]Br.[Li+].[OH-].[OH-].[Na+]>CO.O>[Br:26][C:13]1[C:8]([C:5]2[CH:4]=[CH:3][C:2]([Cl:1])=[CH:7][CH:6]=2)=[C:9]([C:15]2[CH:16]=[CH:17][C:18]([C:19]#[N:20])=[CH:21][CH:22]=2)[C:10](=[O:14])[NH:11][N:12]=1 |f:1.2,4.5,6.7|. Reported procedure: To a stirred solution of 4-(5-(4-chlorophenyl)-3-oxo-2,3-dihydropyridazin-4-yl)benzonitrile (10 g, 32.5 mmol) and LiOH.H2O (1.37 g, 32.65 mmol) in MeOH (200 mL) at 70° C. was added bromine (2.6 g, 16.26 mmol). The reaction mixture was stirred at 70° C. for 3 min. After this time, bromine (5.2 g, 32.5 mmol) and LiOH. H2O (2.74 g, 65.3 mmol) were added and the reaction mixture was stirred at 70° C. for an additional 3 min. After this time, another portion of bromine (2.6 g, 16.26 mmol) and LiOH.H2... Product: CCOC(=O)C1CCC(c2ccc(F)c(F)c2)N1. RXN SMILES: [CH2:1]([CH3:2])[O:3][C:4](=[O:5])[CH:6]1[N:7]=[C:8]([c:11]2[cH:12][c:13]([F:18])[c:14]([F:17])[cH:15][cH:16]2)[CH2:9][CH2:10]1.[CH3:19][CH2:20][OH:21]>>[CH2:1]([CH3:2])[O:3][C:4](=[O:5])[CH:6]1[NH:7][CH:8]([c:11]2[cH:12][c:13]([F:18])[c:14]([F:17])[cH:15][cH:16]2)[CH2:9][CH2:10]1. Starting materials: CCOC(=O)C1CCC(c2ccc(F)c(F)c2)=N1, CCO. The reactants are [N+](=O)([O-])C1=C2C(C(=O)OC2=O)=CC(=C1)[N+](=O)[O-] (3,5-dinitrophthalic anhydride), NC1=CC=C(C=C1)C (p-toluidine). Run in C(C)(=O)O (acetic acid). Product: C1(=CC=C(C=C1)N=C(C=1C(C(=O)O)=C(C=C(C1)[N+](=O)[O-])[N+](=O)[O-])O)C (3,5-Dinitrophthalic acid N-p-toluylimide). Reaction SMILES: [N+:1]([C:4]1[CH:14]=[C:13]([N+:15]([O-:17])=[O:16])[CH:12]=[C:6]2[C:7]([O:9][C:10](=[O:11])[C:5]=12)=[O:8])([O-:3])=[O:2].[NH2:18][C:19]1[CH:24]=[CH:23][C:22]([CH3:25])=[CH:21][CH:20]=1>C(O)(=O)C>[C:22]1([CH3:25])[CH:23]=[CH:24][C:19]([N:18]=[C:7]([OH:8])[C:6]2[C:5](=[C:4]([N+:1]([O-:3])=[O:2])[CH:14]=[C:13]([N+:15]([O-:17])=[O:16])[CH:12]=2)[C:10]([OH:9])=[O:11])=[CH:20][CH:21]=1. Procedure: 2 kg (8.4 mols) of 3,5-dinitrophthalic anhydride and 897 g (8.4 mols) of p-toluidine are kept under reflux in 6.2 liters of glacial acetic acid for 3 hours. After cooling, the mixture is filtered and the residue is washed with 2 liters of water, suspended in 25 liters of water, filtered off and dried at 100° C. in vacuo. Starting materials: COc1ccc(C(=O)Nc2cnc3c(c2)CN(C)CC3(C)C)cc1C(F)(F)F, CCOCC, Cl. As a reaction SMILES: [CH3:1][N:2]1[CH2:3][c:4]2[cH:5][c:6]([NH:14][C:15]([c:16]3[cH:17][c:18]([C:24]([F:25])([F:26])[F:27])[c:19]([O:22][CH3:23])[cH:20][cH:21]3)=[O:28])[cH:7][n:8][c:9]2[C:10]([CH3:12])([CH3:13])[CH2:11]1.[CH3:30][CH2:31][O:32][CH2:33][CH3:34].[ClH:29]>>[ClH:29].[NH:2]1[CH2:3][c:4]2[cH:5][c:6]([NH:14][C:15]([c:16]3[cH:17][c:18]([C:24]([F:25])([F:26])[F:27])[c:19]([O:22][CH3:23])[cH:20][cH:21]3)=[O:28])[cH:7][n:8][c:9]2[C:10]([CH3:12])([CH3:13])[CH2:11]1. Yields the product Cl, COc1ccc(C(=O)Nc2cnc3c(c2)CNCC3(C)C)cc1C(F)(F)F. Reactants: ClCC1CN(C2=CC(=CC=C12)N(CC1=CC=C(C=C1)[N+](=O)[O-])C)S(=O)(=O)C (3-(chloromethyl)-1-(methanesulfonyl)-6-[N-methyl-N-(4-nitrobenzyl)amino]indoline), F[B-](F)(F)F.C[O+](C)C (trimethyloxonium tetrafluoroborate), O (Water). Run in C(Cl)Cl (CH2Cl2). Reaction conditions: time 4 day. Product: [Cl-].ClCC1CN(C2=CC(=CC=C12)[N+](CC1=CC=C(C=C1)[N+](=O)[O-])(C)C)S(=O)(=O)C (3-(chloromethyl)-6-[N,N-dimethyl-N-(4-nitrobenzyl)-ammonio]-1-(methanesulfonyl)indoline chloride). Isolated yield 198.9%. RXN SMILES: [Cl:1][CH2:2][CH:3]1[C:11]2[C:6](=[CH:7][C:8]([N:12]([CH3:23])[CH2:13][C:14]3[CH:19]=[CH:18][C:17]([N+:20]([O-:22])=[O:21])=[CH:16][CH:15]=3)=[CH:9][CH:10]=2)[N:5]([S:24]([CH3:27])(=[O:26])=[O:25])[CH2:4]1.F[B-](F)(F)F.[CH3:33][O+](C)C.O>C(Cl)Cl>[Cl-:1].[Cl:1][CH2:2][CH:3]1[C:11]2[C:6](=[CH:7][C:8]([N+:12]([CH3:33])([CH3:23])[CH2:13][C:14]3[CH:15]=[CH:16][C:17]([N+:20]([O-:22])=[O:21])=[CH:18][CH:19]=3)=[CH:9][CH:10]=2)[N:5]([S:24]([CH3:27])(=[O:26])=[O:25])[CH2:4]1 |f:1.2,5.6|. Reported procedure: A mixture of 31 (79 mg, 0.19 mmol) and trimethyloxonium tetrafluoroborate (105 mg, 0.71 mmol) in CH2Cl2 (5 mL) was stoppered and stirred at 20 C for 4 days. Water was added and the mixture stirred until most of the oily solid dissolved. The separated organic layer was dried (Na2SO4) and evaporated, dry column chromatography, eluting with EtOAc/petroleum ether (1:2), gave recovered starting material (24 mg, 30%). The aqueous phase was combined with the remaining oily solid, evaporated, and the re...